Dataset: the Open Reaction Database (ORD), a public repository of structured organic reaction records. Task: describe an organic reaction: reactants, conditions, products, and yield The reactants are CCO, CCOC(=O)CN1CCc2ccc(-c3noc(-c4ccc(-c5ccccc5)c(C(F)(F)F)c4)n3)cc2CC1, [Na+], [OH-]. The product is O=C(O)CN1CCc2ccc(-c3noc(-c4ccc(-c5ccccc5)c(C(F)(F)F)c4)n3)cc2CC1. RXN SMILES: [CH3:41][CH2:42][OH:43].[F:1][C:2]([c:3]1[c:4](-[c:31]2[cH:32][cH:33][cH:34][cH:35][cH:36]2)[cH:5][cH:6][c:7](-[c:9]2[n:10][c:11](-[c:14]3[cH:15][c:16]4[c:17]([cH:29][cH:30]3)[CH2:18][CH2:19][N:20]([CH2:23][C:24](=[O:25])[O:26][CH2:27][CH3:28])[CH2:21][CH2:22]4)[n:12][o:13]2)[cH:8]1)([F:37])[F:38].[Na+:40].[OH-:39]>>[F:1][C:2]([c:3]1[c:4](-[c:31]2[cH:32][cH:33][cH:34][cH:35][cH:36]2)[cH:5][cH:6][c:7](-[c:9]2[n:10][c:11](-[c:14]3[cH:15][c:16]4[c:17]([cH:29][cH:30]3)[CH2:18][CH2:19][N:20]([CH2:23][C:24](=[O:25])[OH:26])[CH2:21][CH2:22]4)[n:12][o:13]2)[cH:8]1)([F:37])[F:38]. Starting materials: C1(=CC=CC=C1)O (phenol), O1CCCC=C1 (3,4-Dihydro-2H-pyran), O1CCCC=C1 (dihydropyran), OC1=CC=C(C=C2C(OC(OC2=O)(C)C)=O)C=C1 (5-(4-Hydroxy-benzylidene)-2,2-dimethyl-[1,3]dioxane-4,6-dione). The reagents and catalysts are CC1=CC=C(C=C1)S(=O)(=O)[O-].C1=CC=[NH+]C=C1 (PPTS). The solvent is ClCCl (dichloromethane). Yields the product CC1(OC(C(C(O1)=O)=CC1=CC=C(C=C1)OC1OCCCC1)=O)C (2,2-Dimethyl-5-[4-(tetrahydro-pyran-2-yloxy)-benzylidene]-[1,3]dioxane-4,6-dione). As a reaction SMILES: C1(O)C=CC=CC=1.[O:8]1[CH:13]=[CH:12][CH2:11][CH2:10][CH2:9]1.[OH:14][C:15]1[CH:31]=[CH:30][C:18]([CH:19]=[C:20]2[C:25](=[O:26])[O:24][C:23]([CH3:28])([CH3:27])[O:22][C:21]2=[O:29])=[CH:17][CH:16]=1>ClCCl.CC1C=CC(S([O-])(=O)=O)=CC=1.C1C=C[NH+]=CC=1>[CH3:27][C:23]1([CH3:28])[O:24][C:25](=[O:26])[C:20](=[CH:19][C:18]2[CH:30]=[CH:31][C:15]([O:14][CH:13]3[CH2:12][CH2:11][CH2:10][CH2:9][O:8]3)=[CH:16][CH:17]=2)[C:21](=[O:29])[O:22]1 |f:4.5|. Reported procedure: Protection of the phenol with dihydropyran was carried out based on the method given in Miyashita et al. (1977) J. Org. Coed. 42: 3772. Compound 1.1 (500 g, 2 mol) was dissolved in dichloromethane (4 L). 3,4-Dihydro-2H-pyran (250 g, 3 mol) was added to the suspension followed by PPTS (5 g, 20 mmol). The reaction mixture heated to a gentle reflux (3.5 h). HPLC showed ˜90% completion of the reaction. The reaction was concentrated under reduced pressure to ˜2 L of volume. 1 L of acetone was added, ... Starting materials: Cl (HCl), [N+](=O)([O-])C1=CC=C(C=O)C=C1 (4-nitrobenzaldehyde), CN1CCC(CCC1)=O (N-methylazepan-4-one), OS(=O)(=O)O (H2SO4), OS(=O)(=O)O (H2SO4), OS(=O)(=O)O (H2SO4), OS(=O)(=O)O (H2SO4), OS(=O)(=O)O (H2SO4). Solvent: C(C)(=O)O (acetic acid), O (water). Run at time 10 minute. The product is CN1C\C(\C(/C(/CC1)=C/C1=CC=C(C=C1)[N+](=O)[O-])=O)=C/C1=CC=C(C=C1)[N+](=O)[O-] ((3E,5E)-1-methyl-3,5-bis[(4-nitrophenyl)methylidene]azepan-4-one). As a reaction SMILES: [CH3:1][N:2]1[CH2:8][CH2:7][CH2:6][C:5](=[O:9])[CH2:4][CH2:3]1.Cl.[N+:11]([C:14]1[CH:21]=[CH:20][C:17]([CH:18]=O)=[CH:16][CH:15]=1)([O-:13])=[O:12].OS(O)(=O)=O>C(O)(=O)C.O>[CH3:1][N:2]1[CH2:8][CH2:7]/[C:6](=[CH:18]\[C:17]2[CH:20]=[CH:21][C:14]([N+:11]([O-:13])=[O:12])=[CH:15][CH:16]=2)/[C:5](=[O:9])/[C:4](=[CH:18]/[C:17]2[CH:20]=[CH:21][C:14]([N+:11]([O-:13])=[O:12])=[CH:15][CH:16]=2)/[CH2:3]1. Procedure: N-methylazepan-4-one.HCl (50 mg, 0.30 mmol) and 4-nitrobenzaldehyde were dissolved in acetic acid (5 mL) and stirred for 10 min, then conc. H2SO4 (50 μL) was added slowly and the mixture was stirred at rt overnight. More concentrated H2SO4 (100 μL) was added and stirring was continued at rt for 6 h. Additional 500 μL of concentrated H2SO4 was added and the reaction stirred overnight. A further 350 μL of conc. H2SO4 was added and stirring continued for additional 5 h, during which period further ...